describe an organic reaction: reactants, conditions, products, and yield From a dataset of the Open Reaction Database (ORD), a public repository of structured organic reaction records. Starting materials: CS(=O)(=O)Cl, COc1ccc(Nc2ccccc2)c(N)c1, c1ccncc1. Product: COc1ccc(Nc2ccccc2)c(NS(C)(=O)=O)c1. RXN SMILES: [CH3:17][S:18]([Cl:19])(=[O:20])=[O:21].[NH2:1][c:2]1[cH:3][c:4]([O:15][CH3:16])[cH:5][cH:6][c:7]1[NH:8][c:9]1[cH:10][cH:11][cH:12][cH:13][cH:14]1.[cH:22]1[cH:23][cH:24][n:25][cH:26][cH:27]1>>[NH:1]([c:2]1[cH:3][c:4]([O:15][CH3:16])[cH:5][cH:6][c:7]1[NH:8][c:9]1[cH:10][cH:11][cH:12][cH:13][cH:14]1)[S:18]([CH3:17])(=[O:20])=[O:21]. The reactants are Cl (Hydrochloric acid), C1(=CC=CC=C1)C1(CCC2(OCCO2)CC1)N1CCC1 (1-(8-phenyl-1,4-dioxaspiro[4,5]dec-8-yl)azetidine), [OH-].[Na+] (sodium hydroxide). The solvent is CC(=O)C (acetone). Reaction conditions: time 8 hour. Yields the product N1(CCC1)C1(CCC(CC1)=O)C1=CC=CC=C1 (4-Azetidin-1-yl-4-phenylcyclohexanone). Reaction SMILES: Cl.[C:2]1([C:8]2([N:18]3[CH2:21][CH2:20][CH2:19]3)[CH2:17][CH2:16][C:11]3(OCC[O:12]3)[CH2:10][CH2:9]2)[CH:7]=[CH:6][CH:5]=[CH:4][CH:3]=1.[OH-].[Na+]>CC(C)=O>[N:18]1([C:8]2([C:2]3[CH:3]=[CH:4][CH:5]=[CH:6][CH:7]=3)[CH2:9][CH2:10][C:11](=[O:12])[CH2:16][CH2:17]2)[CH2:19][CH2:20][CH2:21]1 |f:2.3|. Reported procedure: 6 N Hydrochloric acid (2 ml) was added to a solution of 1-(8-phenyl-1,4-dioxaspiro[4,5]dec-8-yl)azetidine (370 mg, 1.3 mmol) in acetone (30 ml) and the mixture was stirred overnight at room temperature. The pH was adjusted to 10 by the addition of 5 N sodium hydroxide solution and the aqueous phase was extracted with dichloromethane (3×20 ml). The combined organic phases were dried with sodium sulfate and concentrated to small volume under vacuum. Yield: 274 mg (92%), white solid. Melting point:... Reactants: O=C([O-])[O-], [Cs+], [Cs+], Cc1cc(F)ccc1[N+](=O)[O-], CN(C)C=O, O, O=c1[nH]ccc2occc12. Yields the product Cc1cc(-n2ccc3occc3c2=O)ccc1[N+](=O)[O-]. Reaction SMILES: [C:22](=[O:23])([O-:24])[O-:25].[Cs+:26].[Cs+:27].[F:1][c:2]1[cH:3][c:4]([CH3:11])[c:5]([N+:8](=[O:9])[O-:10])[cH:6][cH:7]1.[O:29]=[CH:30][N:31]([CH3:32])[CH3:33].[OH2:28].[o:12]1[cH:13][cH:14][c:15]2[c:16](=[O:21])[nH:17][cH:18][cH:19][c:20]12>>[c:2]1(-[n:17]2[c:16](=[O:21])[c:15]3[cH:14][cH:13][o:12][c:20]3[cH:19][cH:18]2)[cH:3][c:4]([CH3:11])[c:5]([N+:8](=[O:9])[O-:10])[cH:6][cH:7]1.